This data is from the Open Reaction Database (ORD), a public repository of structured organic reaction records. The task is: describe an organic reaction: reactants, conditions, products, and yield The reactants are BrC1=CN=C(C=C1C(=O)N)NC(=O)NCCC (5-bromo-2-(3-propylureido)isonicotinamide), BrC1=CN=C(C=C1C(=O)N)NC(=O)NCCC (5-bromo-2-(3-propylureido)isonicotinamide), COC=1C=CC(=CC1)P2(=S)SP(=S)(S2)C=3C=CC(=CC3)OC (Lawesson's Reagent). The solvent is O1CCCC1 (tetrahydrofuran). Run at temperature 70 celsius, time 18 hour. The product is BrC=1C(=CC(=NC1)NC(=O)NCCC)C(N)=S (5-bromo-2-(3-propylureido)pyridine-4-carbothioamide). The yield is 48.4%. As a reaction SMILES: [Br:1][C:2]1[C:7]([C:8]([NH2:10])=O)=[CH:6][C:5]([NH:11][C:12]([NH:14][CH2:15][CH2:16][CH3:17])=[O:13])=[N:4][CH:3]=1.COC1C=CC(P2(SP(C3C=CC(OC)=CC=3)(=S)S2)=[S:27])=CC=1>O1CCCC1>[Br:1][C:2]1[C:7]([C:8](=[S:27])[NH2:10])=[CH:6][C:5]([NH:11][C:12]([NH:14][CH2:15][CH2:16][CH3:17])=[O:13])=[N:4][CH:3]=1. Reported procedure: A suspended mixture of 5-bromo-2-(3-propylureido)isonicotinamide (Intermediate 43, 123 g, 407 mmol), Lawesson's Reagent (131.6 g, 326 mmol), and tetrahydrofuran (1.55 L) was stirred at 70° C. for 18 h. Stirring was stopped and a bright yellow precipitate was allowed to settle. The precipitate was then vacuum filtered and washed with methyl tert-butyl ether (2×500 L). This solid was then dried in the vacuum oven at 50° C. for 12 hours to give 50 g of product solid. The mother liquor was concentra... The reactants are C1(=CC=CC=C1)O (phenol), C1(=CC=CC=C1)P(C1=CC=CC=C1)C1=CC=CC=C1 (triphenylphosphine), N(=NC(=O)N(C)C)C(=O)N(C)C (1,1′-azobis(N,N-dimethylformamide)), C1(=CC=CC=C1)P(C1=CC=CC=C1)C1=CC=CC=C1 (triphenylphosphine), N(=NC(=O)N(C)C)C(=O)N(C)C (1,1′-azobis(N,N-dimethylformamide)), ClC1=C(C=CC=C1)C=1C(N(C=C(C1)CO)C1=CC=CC=C1)=O (3-(2-Chlorophenyl)-5-hydroxymethyl-1-phenyl-1,2-dihydropyridin-2-one). The solvent is C(C)(=O)OCC (ethyl acetate), O1CCCC1 (tetrahydrofuran). Reaction conditions: temperature 60 celsius, time 8 hour. Yields the product ClC1=C(C=CC=C1)C=1C(N(C=C(C1)COC1=CC=CC=C1)C1=CC=CC=C1)=O (3-(2-Chlorophenyl)-5-phenoxymethyl-1-phenyl-1,2-dihydropyridin-2-one). Isolated yield 40.2%. Reaction SMILES: [Cl:1][C:2]1[CH:7]=[CH:6][CH:5]=[CH:4][C:3]=1[C:8]1[C:9](=[O:22])[N:10]([C:16]2[CH:21]=[CH:20][CH:19]=[CH:18][CH:17]=2)[CH:11]=[C:12]([CH2:14][OH:15])[CH:13]=1.[C:23]1(O)[CH:28]=[CH:27][CH:26]=[CH:25][CH:24]=1.C1(P(C2C=CC=CC=2)C2C=CC=CC=2)C=CC=CC=1.N(C(N(C)C)=O)=NC(N(C)C)=O>O1CCCC1.C(OCC)(=O)C>[Cl:1][C:2]1[CH:7]=[CH:6][CH:5]=[CH:4][C:3]=1[C:8]1[C:9](=[O:22])[N:10]([C:16]2[CH:17]=[CH:18][CH:19]=[CH:20][CH:21]=2)[CH:11]=[C:12]([CH2:14][O:15][C:23]2[CH:28]=[CH:27][CH:26]=[CH:25][CH:24]=2)[CH:13]=1. Procedure: 24 mg of 3-(2-Chlorophenyl)-5-hydroxymethyl-1-phenyl-1,2-dihydropyridin-2-one was dissolved in 10 ml of tetrahydrofuran. 9.4 mg of phenol, 33 mg of triphenylphosphine polymer (3 mmol/g resin) and 17 mg of 1,1′-azobis(N,N-dimethylformamide) were added thereto, followed by stirring at 60° C. overnight. Further, 50 mg of triphenylphosphine polymer (3 mmol/g resin) and 30 mg of 1,1′-azobis(N,N-dimethylformamide) were added, followed by stirring at 60° C. overnight. After cooling to room temperature,... Reactants: FC1=C(OC2=CC3=C(NC(=N3)C3=NC=CC=C3)C=C2OC=2C=NC(=CC2)S(=O)(=O)CC)C(=CC=C1)F (5-(2,6-Difluoro-phenoxy)-2-pyridin-2-yl-6-(6-ethanesulfonyl-pyridin-3-yloxy)-1H-benzimidazole), CN1N=C(C=C1)C(=O)O (1-methyl-1H-pyrazole-3-carboxylic acid). Product: FC1=C(OC2=CC3=C(NC(=N3)C3=NN(C=C3)C)C=C2OC=2C=NC(=CC2)S(=O)(=O)CC)C(=CC=C1)F (5-(2,6-Difluoro-phenoxy)-2-(1-methyl-1H-pyrazol-3-yl)-6-(6-ethanesulfonyl-pyridin-3-yloxy)-1H-benzimidazole). RXN SMILES: [F:1][C:2]1[CH:35]=[CH:34][CH:33]=[C:32]([F:36])[C:3]=1[O:4][C:5]1[C:19]([O:20][C:21]2[CH:22]=[N:23][C:24]([S:27]([CH2:30][CH3:31])(=[O:29])=[O:28])=[CH:25][CH:26]=2)=[CH:18][C:8]2[NH:9][C:10](C3C=CC=CN=3)=[N:11][C:7]=2[CH:6]=1.[CH3:37][N:38]1[CH:42]=[CH:41][C:40](C(O)=O)=[N:39]1>>[F:1][C:2]1[CH:35]=[CH:34][CH:33]=[C:32]([F:36])[C:3]=1[O:4][C:5]1[C:19]([O:20][C:21]2[CH:22]=[N:23][C:24]([S:27]([CH2:30][CH3:31])(=[O:29])=[O:28])=[CH:25][CH:26]=2)=[CH:18][C:8]2[NH:9][C:10]([C:40]3[CH:41]=[CH:42][N:38]([CH3:37])[N:39]=3)=[N:11][C:7]=2[CH:6]=1. Procedure: The entitled compound was obtained as a colorless solid in the same method as in Example 203 or in accordance with the method or by combining it with an ordinary method but using 4-(2,6-difluoro-phenoxy)-5-(6-ethanesulfonyl-pyridin-3-yloxy)-benzene-1,2-diamine obtained in Example 235 and 1-methyl-1H-pyrazole-3-carboxylic acid. Product: Nc1ccc2cc[nH]c2c1. As a reaction SMILES: [CH3:15][CH2:16][O:17][C:18](=[O:19])[CH3:20].[H:13][H:14].[N+:1]([O-:2])(=[O:3])[c:4]1[cH:5][cH:6][c:7]2[cH:8][cH:9][nH:10][c:11]2[cH:12]1>>[NH2:1][c:4]1[cH:5][cH:6][c:7]2[cH:8][cH:9][nH:10][c:11]2[cH:12]1. The reactants are CCOC(C)=O, [H][H], O=[N+]([O-])c1ccc2cc[nH]c2c1. Starting materials: C[Si](CCOC(NN1C(=CC=C1C=1C=NC=CC1)C=1C=NC=CC1)=O)(C)C ((2,5-di-pyridin-3-yl-pyrrol-1-yl)-carbamic acid 2-trimethylsilanyl-ethyl ester), solution, CCCC[N+](CCCC)(CCCC)CCCC.[F-] (TBAF), C1CCOC1 (THF), C(C)(=O)O (acetic acid). The solvent is C1(=CC=CC=C1)C (toluene). Reaction conditions: time 8 hour. Yields the product N1=CC(=CC=C1)C=1N(C(=CC1)C=1C=NC=CC1)N (2,5-Di-pyridin-3-yl-pyrrol-1-ylamine). Reaction SMILES: C[Si](C)(C)CCOC(=O)[NH:7][N:8]1[C:12]([C:13]2[CH:14]=[N:15][CH:16]=[CH:17][CH:18]=2)=[CH:11][CH:10]=[C:9]1[C:19]1[CH:20]=[N:21][CH:22]=[CH:23][CH:24]=1.CCCC[N+](CCCC)(CCCC)CCCC.[F-].C1COCC1.C(O)(=O)C>C1(C)C=CC=CC=1>[N:15]1[CH:16]=[CH:17][CH:18]=[C:13]([C:12]2[N:8]([NH2:7])[C:9]([C:19]3[CH:20]=[N:21][CH:22]=[CH:23][CH:24]=3)=[CH:10][CH:11]=2)[CH:14]=1 |f:1.2|. Procedure: (2,5-di-pyridin-3-yl-pyrrol-1-yl)-carbamic acid 2-trimethylsilanyl-ethyl ester (1 g, 2.6 mmol) is treated with a 1M solution of TBAF in THF (5.2 ml, 5.2 mmol). The resulting solution is stirred overnight under Ar at rt, then quenched with glacial acetic acid (0.3 ml, 5.2 mmol) and diluted with toluene. The resulting solution is passed through a short plug of silica gel and concentrated in vacuo to afford 2,5-Di-pyridin-3-yl-pyrrol-1-ylamine. The reactants are CC=1SC(=C(N1)C)C(=O)O (2,4-dimethyl-1,3-thiazole-5-carboxylic acid), NC=1C=C(OC=2C=CC=3N(N2)C=C(N3)NC(=O)C3CC3)C=CC1Cl (N-[6-(3-amino-4-chlorophenoxy)imidazo[1,2-b]pyridazin-2-yl]cyclopropanecarboxamide), CN(C=O)C (N,N-dimethylformamide), C(C(=O)Cl)(=O)Cl (oxalyl chloride). Run in CN(C(C)=O)C (N,N-dimethylacetamide), O1CCCC1 (tetrahydrofuran). The product is ClC1=C(C=C(C=C1)OC=1C=CC=2N(N1)C=C(N2)NC(=O)C2CC2)NC(=O)C2=C(N=C(S2)C)C (N-[2-chloro-5-({2-[(cyclopropylcarbonyl)amino]imidazo[1,2-b]pyridazin-6-yl}oxy)phenyl]-2,4-dimethyl-1,3-thiazole-5-carboxamide). The yield is 49.0%. Reaction SMILES: [CH3:1][C:2]1[S:3][C:4]([C:8]([OH:10])=O)=[C:5]([CH3:7])[N:6]=1.CN(C)C=O.C(Cl)(=O)C(Cl)=O.[NH2:22][C:23]1[CH:24]=[C:25]([CH:42]=[CH:43][C:44]=1[Cl:45])[O:26][C:27]1[CH:28]=[CH:29][C:30]2[N:31]([CH:33]=[C:34]([NH:36][C:37]([CH:39]3[CH2:41][CH2:40]3)=[O:38])[N:35]=2)[N:32]=1>CN(C)C(=O)C.O1CCCC1>[Cl:45][C:44]1[CH:43]=[CH:42][C:25]([O:26][C:27]2[CH:28]=[CH:29][C:30]3[N:31]([CH:33]=[C:34]([NH:36][C:37]([CH:39]4[CH2:41][CH2:40]4)=[O:38])[N:35]=3)[N:32]=2)=[CH:24][C:23]=1[NH:22][C:8]([C:4]1[S:3][C:2]([CH3:1])=[N:6][C:5]=1[CH3:7])=[O:10]. Procedure details: Using 2,4-dimethyl-1,3-thiazole-5-carboxylic acid (192 mg, 1.22 mmol), tetrahydrofuran (4.5 mL), N,N-dimethylformamide (30 μL, 0.39 mmol), oxalyl chloride (107 μL, 1.22 mmol), N-[6-(3-amino-4-chlorophenoxy)imidazo[1,2-b]pyridazin-2-yl]cyclopropanecarboxamide (300 mg, 0.87 mmol) and N,N-dimethylacetamide (6.0 mL), and in the same manner as in Example 249, the title compound (206 mg, 49%) was obtained as a white powder. Starting materials: O=C([O-])[O-], COCCCl, CCOC(C)=O, [I-], [K+], [K+], [K+], CN(C)C=O, COC(=O)c1ccc([N+](=O)[O-])c(O)c1C. Product: COCCOc1c([N+](=O)[O-])ccc(C(=O)OC)c1C. As a reaction SMILES: [C:21](=[O:22])([O-:23])[O-:24].[CH3:16][O:17][CH2:18][CH2:19][Cl:20].[CH3:34][CH2:35][O:36][C:37](=[O:38])[CH3:39].[I-:28].[K+:25].[K+:26].[K+:27].[O:29]=[CH:30][N:31]([CH3:32])[CH3:33].[OH:1][c:2]1[c:3]([CH3:15])[c:4]([C:5](=[O:6])[O:7][CH3:8])[cH:9][cH:10][c:11]1[N+:12](=[O:13])[O-:14]>>[O:1]([c:2]1[c:3]([CH3:15])[c:4]([C:5](=[O:6])[O:7][CH3:8])[cH:9][cH:10][c:11]1[N+:12](=[O:13])[O-:14])[CH2:19][CH2:18][O:17][CH3:16]. The reactants are ClCCl, CCCCCc1nn(C(=O)OC(C)(C)C)c2ccc(Oc3c(C)cc(NC(=O)C(=O)OCC)cc3C)cc12, O=C(O)C(F)(F)F. Yields the product CCCCCc1n[nH]c2ccc(Oc3c(C)cc(NC(=O)C(=O)OCC)cc3C)cc12. As a reaction SMILES: [CH2:46]([Cl:47])[Cl:48].[CH3:1][c:2]1[cH:3][c:4]([NH:31][C:32]([C:33](=[O:34])[O:35][CH2:36][CH3:37])=[O:38])[cH:5][c:6]([CH3:30])[c:7]1[O:8][c:9]1[cH:10][c:11]2[c:12]([CH2:25][CH2:26][CH2:27][CH2:28][CH3:29])[n:13][n:14]([C:18]([O:19][C:20]([CH3:21])([CH3:22])[CH3:23])=[O:24])[c:15]2[cH:16][cH:17]1.[OH:39][C:40]([C:41]([F:42])([F:43])[F:44])=[O:45]>>[CH3:1][c:2]1[cH:3][c:4]([NH:31][C:32]([C:33](=[O:34])[O:35][CH2:36][CH3:37])=[O:38])[cH:5][c:6]([CH3:30])[c:7]1[O:8][c:9]1[cH:10][c:11]2[c:12]([CH2:25][CH2:26][CH2:27][CH2:28][CH3:29])[n:13][nH:14][c:15]2[cH:16][cH:17]1. The reactants are O=C([O-])[O-], CN(C)C=O, COc1cc(CCl)ccc1OCc1nc(-c2ccccc2)oc1C, [K+], [K+], O, COC(=O)Cc1cn(C)nc1O. Product: COC(=O)Cc1cn(C)nc1OCc1ccc(OCc2nc(-c3ccccc3)oc2C)c(OC)c1. Reaction SMILES: [C:37](=[O:38])([O-:39])[O-:40].[CH3:43][N:44]([CH3:45])[CH:46]=[O:47].[Cl:13][CH2:14][c:15]1[cH:16][c:17]([O:35][CH3:36])[c:18]([O:19][CH2:20][c:21]2[n:22][c:23](-[c:27]3[cH:28][cH:29][cH:30][cH:31][cH:32]3)[o:24][c:25]2[CH3:26])[cH:33][cH:34]1.[K+:41].[K+:42].[OH2:48].[OH:1][c:2]1[n:3][n:4]([CH3:12])[cH:5][c:6]1[CH2:7][C:8](=[O:9])[O:10][CH3:11]>>[O:1]([c:2]1[n:3][n:4]([CH3:12])[cH:5][c:6]1[CH2:7][C:8](=[O:9])[O:10][CH3:11])[CH2:14][c:15]1[cH:16][c:17]([O:35][CH3:36])[c:18]([O:19][CH2:20][c:21]2[n:22][c:23](-[c:27]3[cH:28][cH:29][cH:30][cH:31][cH:32]3)[o:24][c:25]2[CH3:26])[cH:33][cH:34]1.